From a dataset of the Open Reaction Database (ORD), a public repository of structured organic reaction records. describe an organic reaction: reactants, conditions, products, and yield Reactants: ClCCCN1S(N(C2=C(C1)C=CC=C2)C2=CC=CC=C2)(=O)=O (3-(3-chloropropyl)-1-phenyl-3,4-dihydro-1H-2,1,3-benzothiadiazine 2,2-dioxide), CN (methylamine). The solvent is solution, O1CCCC1 (tetrahydrofuran). Run at temperature 50 celsius, time 20 hour. Product: Cl.O=S1(N(C2=C(CN1CCCNC)C=CC=C2)C2=CC=CC=C2)=O (3-(2,2-dioxido-1-phenyl-1,4-dihydro-3H-2,1,3-benzothiadiazin-3-yl)-N-methylpropan-1-amine hydrochloride). The yield is 92.0%. Reaction SMILES: [Cl:1][CH2:2][CH2:3][CH2:4][N:5]1[CH2:10][C:9]2[CH:11]=[CH:12][CH:13]=[CH:14][C:8]=2[N:7]([C:15]2[CH:20]=[CH:19][CH:18]=[CH:17][CH:16]=2)[S:6]1(=[O:22])=[O:21].[CH3:23][NH2:24]>O1CCCC1>[ClH:1].[O:21]=[S:6]1(=[O:22])[N:5]([CH2:4][CH2:3][CH2:2][NH:24][CH3:23])[CH2:10][C:9]2[CH:11]=[CH:12][CH:13]=[CH:14][C:8]=2[N:7]1[C:15]1[CH:20]=[CH:19][CH:18]=[CH:17][CH:16]=1 |f:3.4|. Procedure: 3-(3-chloropropyl)-1-phenyl-3,4-dihydro-1H-2,1,3-benzothiadiazine 2,2-dioxide (0.030 g, 0.089 mmol) was dissolved in an 8 M solution of methylamine in tetrahydrofuran (5 mL), treated with KI (0.030 g, 0.18 mmol), and stirred in a capped vial at 50° C. for 20 hours. The reaction mixture was evaporated and the residue purified by flash chromatography (SiO2, 0-5% 7 M NH3-methanol/dichloromethane). The purified free-base was dissolved in ethyl ether (10 mL) and treated with hydrogen chloride (1.0 mL... Product: 55, ClC=1C=C2N=C(C(=NC2=CC1)NC(CCCC)=O)NC(CCCC)=O (6-chloro-2,3-bis-(valeramido)quinoxaline). Reaction SMILES: [Cl:1][C:2]1[CH:3]=[C:4]2[C:9](=[CH:10][CH:11]=1)[N:8]=[C:7]([NH2:12])[C:6]([NH2:13])=[N:5]2.N1[CH:19]=[CH:18][CH:17]=[CH:16][CH:15]=1.[C:20](Cl)(=[O:25])[CH2:21][CH2:22][CH2:23][CH3:24].[O:27]1CCCC1>O>[Cl:1][C:2]1[CH:3]=[C:4]2[C:9](=[CH:10][CH:11]=1)[N:8]=[C:7]([NH:12][C:15](=[O:27])[CH2:16][CH2:17][CH2:18][CH3:19])[C:6]([NH:13][C:20](=[O:25])[CH2:21][CH2:22][CH2:23][CH3:24])=[N:5]2. Run in O (water). Reported procedure: A suspension of 100 parts of 6-chloro-2,3-diaminoquinoxaline in 1000 parts of pyridine was cooled to 5° in an ice bath. A solution of 152 parts of valeryl chloride in 130 parts of tetrahydrofuran was added quickly with good cooling to prevent the temperature from rising above 20°. The reaction mixture was stirred at ambient temperature for 1 hour and then poured into 2500 parts of water. The solid which separated was removed by filtration and washed with water, methanol, and then ether. The crud... Conditions: time 1 hour. Starting materials: 100, ClC=1C=C2N=C(C(=NC2=CC1)N)N (6-chloro-2,3-diaminoquinoxaline), N1=CC=CC=C1 (pyridine), 152, C(CCCC)(=O)Cl (valeryl chloride), O1CCCC1 (tetrahydrofuran). The reactants are C(C)(C)(C)OC(NC1CC(CCC1)C#N)=O ((3-Cyano-cyclohexyl)-carbamic acid tert-butyl ester). Run in C(=O)(C(F)(F)F)O.C(Cl)Cl (TFA DCM). Reaction conditions: time 1 hour. Product: NC1CC(CCC1)C#N (3-amino-cyclohexanecarbonitrile). Reaction SMILES: C(OC(=O)[NH:7][CH:8]1[CH2:13][CH2:12][CH2:11][CH:10]([C:14]#[N:15])[CH2:9]1)(C)(C)C>C(O)(C(F)(F)F)=O.C(Cl)Cl>[NH2:7][CH:8]1[CH2:13][CH2:12][CH2:11][CH:10]([C:14]#[N:15])[CH2:9]1 |f:1.2|. Procedure details: (3-Cyano-cyclohexyl)-carbamic acid tert-butyl ester (0.74 g, 3.30 mmol) was dissolved in TFA/DCM and stirred for 1 hr. The solvent was evaporated to give 3-amino-cyclohexanecarbonitrile as a brown solid. The crude material was used without further purification. LCMS (Method H, ESI): RT=0.35 min, m+H=125.0. Product: COC(C(C(=O)OC)(CC=O)C)=O (2-Methyl-2-(2-oxo-ethyl)-malonic Acid Dimethyl Ester). Procedure: A solution of the product of Example 31A (1.1 gm, 5.9 mmol) was dissolved in CH2Cl2/MeOH 10:1 (15 mL) and cooled to −78° C. To the solution was bubbled O3 over 20 minutes. The reaction solution was purged with N2 for a further 10 minutes and dimethyl sulfide (DMS) (3.6 gm, 59 mmol) was added and the reaction warmed to ambient temperature and stirred for a further 2 hours. The solvent was evaporated in vacuo and product purified by flash column chromatography (hexane/EtOAc 100:0 to 70:30) to coll... The reactants are COC(C(C(=O)OC)(C)CC=C)=O (2-Allyl-2-methyl-malonic Acid Dimethyl Ester), C(Cl)Cl.CO (CH2Cl2 MeOH), CSC (dimethyl sulfide). Reaction conditions: temperature -78 celsius, time 2 hour. As a reaction SMILES: [CH3:1][O:2][C:3](=[O:13])[C:4]([CH2:10][CH:11]=C)([CH3:9])[C:5]([O:7][CH3:8])=[O:6].CSC.C(Cl)Cl.C[OH:21]>>[CH3:1][O:2][C:3](=[O:13])[C:4]([CH3:9])([CH2:10][CH:11]=[O:21])[C:5]([O:7][CH3:8])=[O:6] |f:2.3|. Reactants: [Li]CCCC (nBuLi), BrC1=C(C=C)C=CC=C1 (2-bromostyrene), C1CCOC1 (THF). Run in C(C)OCC (diethyl ether). Product: solution, [Li]C1=C(C=C)C=CC=C1 (2-lithiostyrene). As a reaction SMILES: [Li:1][CH2:2][CH2:3][CH2:4][CH3:5].Br[C:7]1[CH:14]=CC=C[C:8]=1[CH:9]=C.C1COCC1>C(OCC)C>[Li:1][C:2]1[CH:9]=[CH:8][CH:7]=[CH:14][C:3]=1[CH:4]=[CH2:5]. Procedure details: A 0.35M solution of 2-lithiostyrene was prepared dropwise addition of nBuLi to a -78° C. solution of 2-bromostyrene in 5:1 THF:diethyl ether. Reactants: [Br-], C1CCOC1, CCOC(C)=O, [Mg+]c1ccc(Cl)cc1, [NH4+], O=C1C=CN(C(=O)OCc2ccccc2)CC1, [OH-]. As a reaction SMILES: [Br-:1].[CH2:35]1[O:36][CH2:37][CH2:38][CH2:39]1.[CH3:29][CH2:30][O:31][C:32]([CH3:33])=[O:34].[Cl:2][c:3]1[cH:4][cH:5][c:6]([Mg+:9])[cH:7][cH:8]1.[NH4+:28].[O:10]=[C:11]1[CH2:12][CH2:13][N:14]([C:17](=[O:18])[O:19][CH2:20][c:21]2[cH:22][cH:23][cH:24][cH:25][cH:26]2)[CH:15]=[CH:16]1.[OH-:27]>>[Cl:2][c:3]1[cH:4][cH:5][c:6]([CH:15]2[N:14]([C:17](=[O:18])[O:19][CH2:20][c:21]3[cH:22][cH:23][cH:24][cH:25][cH:26]3)[CH2:13][CH2:12][C:11](=[O:10])[CH2:16]2)[cH:7][cH:8]1. Product: O=C1CCN(C(=O)OCc2ccccc2)C(c2ccc(Cl)cc2)C1.